From a dataset of the Open Reaction Database (ORD), a public repository of structured organic reaction records. describe an organic reaction: reactants, conditions, products, and yield Reactants: CS(C)=O, CO, CCN(C(C)C)C(C)C, Cc1cc2nc(NC(=O)c3ccc(C(C)(C)O)cc3)cc(Cl)n2n1, Cl, NC(=O)CC1CCNCC1, CN(C)C=O. Yields the product Cc1cc2nc(NC(=O)c3ccc(C(C)(C)O)cc3)cc(N3CCC(CC(N)=O)CC3)n2n1. RXN SMILES: [CH3:50][S:51]([CH3:52])=[O:53].[CH3:54][OH:55].[CH:36]([N:37]([CH2:38][CH3:39])[CH:40]([CH3:41])[CH3:42])([CH3:43])[CH3:44].[Cl:1][c:2]1[cH:3][c:4]([NH:12][C:13]([c:14]2[cH:15][cH:16][c:17]([C:20]([CH3:21])([CH3:22])[OH:23])[cH:18][cH:19]2)=[O:24])[n:5][c:6]2[n:7]1[n:8][c:9]([CH3:11])[cH:10]2.[ClH:25].[NH:26]1[CH2:27][CH2:28][CH:29]([CH2:32][C:33](=[O:34])[NH2:35])[CH2:30][CH2:31]1.[O:45]=[CH:46][N:47]([CH3:48])[CH3:49]>>[c:2]1([N:26]2[CH2:27][CH2:28][CH:29]([CH2:32][C:33](=[O:34])[NH2:35])[CH2:30][CH2:31]2)[cH:3][c:4]([NH:12][C:13]([c:14]2[cH:15][cH:16][c:17]([C:20]([CH3:21])([CH3:22])[OH:23])[cH:18][cH:19]2)=[O:24])[n:5][c:6]2[n:7]1[n:8][c:9]([CH3:11])[cH:10]2. The reactants are CCOC(=O)c1cnn2c(CC)cccc12, CCO, [Na+], [OH-]. Yields the product CCc1cccc2c(C(=O)O)cnn12. As a reaction SMILES: [CH2:1]([CH3:2])[c:3]1[cH:4][cH:5][cH:6][c:7]2[n:8]1[n:9][cH:10][c:11]2[C:12](=[O:13])[O:14][CH2:15][CH3:16].[CH3:19][CH2:20][OH:21].[Na+:18].[OH-:17]>>[CH2:1]([CH3:2])[c:3]1[cH:4][cH:5][cH:6][c:7]2[n:8]1[n:9][cH:10][c:11]2[C:12](=[O:13])[OH:14]. Starting materials: CN, O=c1[nH]nc2ccc(Cl)nn12, c1ccccc1. The product is CNc1ccc2n[nH]c(=O)n2n1. As a reaction SMILES: [CH3:12][NH2:13].[Cl:1][c:2]1[cH:3][cH:4][c:5]2[n:6]([n:7]1)[c:8](=[O:11])[nH:9][n:10]2.[cH:14]1[cH:15][cH:16][cH:17][cH:18][cH:19]1>>[c:2]1([NH:13][CH3:12])[cH:3][cH:4][c:5]2[n:6]([n:7]1)[c:8](=[O:11])[nH:9][n:10]2.